describe an organic reaction: reactants, conditions, products, and yield From a dataset of the Open Reaction Database (ORD), a public repository of structured organic reaction records. The reactants are N1C=NC=C1 (imidazole), S(=O)(Cl)Cl (thionyl chloride), CC=1SC(=C(N1)C(C)C)C(=O)O (2-methyl-4-isopropyl-5-thiazolecarboxylic acid), S1C(=CC=C1)NCC#N (2-(2-thienyl)aminoacetonitrile), resultant mixture, resultant mixture. Solvent: O1CCCC1 (tetrahydrofuran), O1CCCC1 (tetrahydrofuran), O1CCCC1 (tetrahydrofuran). Run at time 1 hour. Product: CC=1SC(=C(N1)C(C)C)C(=O)NC(C#N)C=1SC=CC1 (2-(2-methyl-4-isopropylthiazole-5-carboxamido)-2-(2-thienyl)acetonitrile). Isolated yield 48.8%. Reaction SMILES: [NH:1]1[CH:5]=[CH:4][N:3]=C1.S(Cl)(Cl)=O.[CH3:10][C:11]1[S:12][C:13]([C:19]([OH:21])=O)=[C:14]([CH:16]([CH3:18])[CH3:17])[N:15]=1.[S:22]1[CH:26]=[CH:25][CH:24]=[C:23]1NCC#N>O1CCCC1>[CH3:10][C:11]1[S:12][C:13]([C:19]([NH:3][CH:4]([C:23]2[S:22][CH:26]=[CH:25][CH:24]=2)[C:5]#[N:1])=[O:21])=[C:14]([CH:16]([CH3:17])[CH3:18])[N:15]=1. Reported procedure: To a solution of imidazole (2.72 g; 40 mmol) in dry tetrahydrofuran (60 ml) was added dropwise thionyl chloride (1.20 g; 10 mmol) under ice-cooling while stirring. After the resultant mixture was turned to room temperature, 2-methyl-4-isopropyl-5-thiazolecarboxylic acid (1.85 g; 10 mmol) was added thereto at once, and stirring was continued for 1 hour. To the mixture was added dropwise a solution of 2-(2-thienyl)aminoacetonitrile (1.65 g; 12 mmol) in dry tetrahydrofuran under ice-cooling, and th... Starting materials: CO, NN, O, COC(=O)c1cc(OCc2ccc3ccccc3c2)cc([N+](=O)[O-])c1. RXN SMILES: [CH3:29][OH:30].[NH2:27][NH2:28].[OH2:26].[cH:1]1[c:2]([CH2:11][O:12][c:13]2[cH:14][c:15]([C:16](=[O:17])[O:18][CH3:19])[cH:20][c:21]([N+:23](=[O:24])[O-:25])[cH:22]2)[cH:3][cH:4][c:5]2[cH:6][cH:7][cH:8][cH:9][c:10]12>>[cH:1]1[c:2]([CH2:11][O:12][c:13]2[cH:14][c:15]([C:16](=[O:17])[NH:27][NH2:28])[cH:20][c:21]([N+:23](=[O:24])[O-:25])[cH:22]2)[cH:3][cH:4][c:5]2[cH:6][cH:7][cH:8][cH:9][c:10]12. Product: NNC(=O)c1cc(OCc2ccc3ccccc3c2)cc([N+](=O)[O-])c1. Reactants: [C-]#N, Oc1ccc(Br)cc1Cl, [Na+], CN(C)C=O, [OH-]. The product is N#Cc1ccc(O)c(Cl)c1. Reaction SMILES: [C-:10]#[N:11].[Cl:1][c:2]1[c:3]([OH:9])[cH:4][cH:5][c:6]([Br:8])[cH:7]1.[Na+:13].[O:14]=[CH:15][N:16]([CH3:17])[CH3:18].[OH-:12]>>[Cl:1][c:2]1[c:3]([OH:9])[cH:4][cH:5][c:6]([C:10]#[N:11])[cH:7]1. Starting materials: C(C1=CC=CC=C1)OC(C(CC1=CC(=C(C=C1)O)CC1=CC=CC=C1)OCC)=O (3-(3-benzyl-4-hydroxy-phenyl)-2-ethoxy-propionic acid benzyl ester), CC1=C(N=C(O1)C1=CC=CC=C1)CC(=O)O ((5-methyl-2-phenyl-oxazol-4-yl)-acetic acid), C(Cl)Cl (DCM). The solvent is CCCCCCC.CCOC(=O)C (n-heptane EtOAc). Reaction conditions: time 17 hour. Yields the product C(C1=CC=CC=C1)OC(C(CC1=CC(=C(C=C1)OC(CC=1N=C(OC1C)C1=CC=CC=C1)=O)CC1=CC=CC=C1)OCC)=O (3-{3-Benzyl-4-[2-(5-methyl-2-phenyl-oxazol-4-yl)-acetoxy]-phenyl}-2-ethoxy-propionic acid benzyl ester), oil. Yield: 82.6%. As a reaction SMILES: [CH2:1]([O:8][C:9](=[O:29])[CH:10]([O:26][CH2:27][CH3:28])[CH2:11][C:12]1[CH:17]=[CH:16][C:15]([OH:18])=[C:14]([CH2:19][C:20]2[CH:25]=[CH:24][CH:23]=[CH:22][CH:21]=2)[CH:13]=1)[C:2]1[CH:7]=[CH:6][CH:5]=[CH:4][CH:3]=1.[CH3:30][C:31]1[O:35][C:34]([C:36]2[CH:41]=[CH:40][CH:39]=[CH:38][CH:37]=2)=[N:33][C:32]=1[CH2:42][C:43](O)=[O:44].C(Cl)Cl>CCCCCCC.CCOC(C)=O>[CH2:1]([O:8][C:9](=[O:29])[CH:10]([O:26][CH2:27][CH3:28])[CH2:11][C:12]1[CH:17]=[CH:16][C:15]([O:18][C:43](=[O:44])[CH2:42][C:32]2[N:33]=[C:34]([C:36]3[CH:41]=[CH:40][CH:39]=[CH:38][CH:37]=3)[O:35][C:31]=2[CH3:30])=[C:14]([CH2:19][C:20]2[CH:21]=[CH:22][CH:23]=[CH:24][CH:25]=2)[CH:13]=1)[C:2]1[CH:7]=[CH:6][CH:5]=[CH:4][CH:3]=1 |f:3.4|. Reported procedure: To a solution of 3-(3-benzyl-4-hydroxy-phenyl)-2-ethoxy-propionic acid benzyl ester (45 mg, 0.11 mol) and (5-methyl-2-phenyl-oxazol-4-yl)-acetic acid (25 mg, 0.11 mmol) in dry DCM (2.0 mL) first DMAP (2.8 mg, 0.02 mmol) and then EDCxHCl (26.5 mg, 0.13 mmol) was added and the mixture was stirred under nitrogen atmosphere at room temperature for 17 h. The solvent was removed under vacuo and the product was isolated out of the remaining oil by column chromatography using n-heptane/EtOAc (4:1) as th... Reactants: BrC(C)C1OCCO1 (2-(1-Bromoethyl)-1,3-dioxolane), CN (methylamine), [OH-].[Na+] (NaOH). Conditions: temperature 100 celsius. Product: O1C(OCC1)C(C)NC (N-[1-(1,3-dioxolan-2-yl)ethyl]methylamine). As a reaction SMILES: Br[CH:2]([CH:4]1[O:8][CH2:7][CH2:6][O:5]1)[CH3:3].[OH-].[Na+].[CH3:11][NH2:12]>>[O:5]1[CH2:6][CH2:7][O:8][CH:4]1[CH:2]([NH:12][CH3:11])[CH3:3] |f:1.2|. Procedure details: 2-(1-Bromoethyl)-1,3-dioxolane (60 grams) and 40% aqueous methylamine (160 ml) were charged into a pressure vessel and heated, with agitation, for a period of about 16 hours at a temperature of about 100° C. under autogeneous pressure. At the end of this period, the reaction mixture was cooled to room temperature and 16 grams of NaOH added. The resulting mixture was then extracted with methylene chloride. The extract was dried, then stripped of methylene chloride by use of a rotary evaporator. T... Starting materials: O=C(O)Cc1ccccc1Br, CN(C)C=O, CO, ClCCl, O=S(Cl)Cl. Yields the product COC(=O)Cc1ccccc1Br. As a reaction SMILES: [Br:10][c:11]1[c:12]([CH2:17][C:18](=[O:19])[OH:20])[cH:13][cH:14][cH:15][cH:16]1.[CH3:1][N:2]([CH:3]=[O:4])[CH3:5].[CH3:21][OH:22].[Cl:23][CH2:24][Cl:25].[S:6]([Cl:7])([Cl:8])=[O:9]>>[CH3:3][O:4][C:18]([CH2:17][c:12]1[c:11]([Br:10])[cH:16][cH:15][cH:14][cH:13]1)=[O:19]. Reactants: [N+](=O)([O-])C=1C=NNC1 (4-nitro-1H-pyrazole), C([O-])([O-])=O.[Cs+].[Cs+] (cesium carbonate), ClCC=1C(=NOC1C)C (4-(chloromethyl)-3,5-dimethylisoxazole). The solvent is CN(C)C=O (DMF), CN(C)C=O (DMF), O (H2O). Product: CC1=NOC(=C1CN1N=CC(=C1)[N+](=O)[O-])C (3,5-dimethyl-4-((4-nitro-1H-pyrazol-1-yl)methyl)isoxazole). The yield is 67.5%. RXN SMILES: [N+:1]([C:4]1[CH:5]=[N:6][NH:7][CH:8]=1)([O-:3])=[O:2].C(=O)([O-])[O-].[Cs+].[Cs+].Cl[CH2:16][C:17]1[C:18]([CH3:23])=[N:19][O:20][C:21]=1[CH3:22]>CN(C=O)C.O>[CH3:23][C:18]1[C:17]([CH2:16][N:6]2[CH:5]=[C:4]([N+:1]([O-:3])=[O:2])[CH:8]=[N:7]2)=[C:21]([CH3:22])[O:20][N:19]=1 |f:1.2.3|. Procedure: 1H-pyrazole (10 g, 147 mmol) was added in small portions to concentrated H2SO4 (100 mL), cooled to 0° C. via an ice/water bath, maintaining the internal reaction temperature below 40° C. Concentrated HNO3 (10 mL) was carefully added, dropwise, to the reaction mixture maintaining the internal reaction temperature below 55° C. The reaction was then heated to 55° C. and stirred for 5 hours. The mixture was cooled to 0° C. and carefully made basic (pH˜8) with aqueous NaOH solution (110 g NaOH in 150...